From a dataset of the Open Reaction Database (ORD), a public repository of structured organic reaction records. describe an organic reaction: reactants, conditions, products, and yield Reactants: C(C)OC(=O)C1=CC(C2=C(N1C)C=C(C(C(=C2)O)=O)Br)=O (4,7-dihydro-8-bromo-4,7-dioxo-6-hydroxy-1-methyl-1H-cyclohepta[b]pyridine-2-carboxylic acid ethyl ester). Run in Cl (hydrochloric acid). Procedure: A mixture of 4,7-dihydro-8-bromo-4,7-dioxo-6-hydroxy-1-methyl-1H-cyclohepta[b]pyridine-2-carboxylic acid ethyl ester (3.6 g, described in Example 9) and concentrated hydrochloric acid (300 ml) is refluxed for 30 min and cooled to room temperature. The precipitate is collected and washed with water to give the title compound, mp > 250° C. As a reaction SMILES: C([O:3][C:4]([C:6]1[N:11]([CH3:12])[C:10]2[CH:13]=[C:14]([Br:20])[C:15](=[O:19])[C:16]([OH:18])=[CH:17][C:9]=2[C:8](=[O:21])[CH:7]=1)=[O:5])C>Cl>[Br:20][C:14]1[C:15](=[O:19])[C:16]([OH:18])=[CH:17][C:9]2[C:8](=[O:21])[CH:7]=[C:6]([C:4]([OH:5])=[O:3])[N:11]([CH3:12])[C:10]=2[CH:13]=1. Yields the product BrC=1C(C(=CC2=C(N(C(=CC2=O)C(=O)O)C)C1)O)=O (4,7-Dihydro-8-bromo-4,7-dioxo-6-hydroxy-1-methyl-1H-cyclohepta[b]pyridine-2-carboxylic Acid).